From a dataset of the Open Reaction Database (ORD), a public repository of structured organic reaction records. describe an organic reaction: reactants, conditions, products, and yield The reactants are CCOCC, CS(=O)(=O)O, COC(=O)C(=O)c1ccc(O)cc1, CN(C)C=O, CC(=O)O, ClCCl, [H-], [Na+], OCCOc1ccc2cc3ccccc3cc2c1. Yields the product COC(=O)C(=O)c1ccc(OCCOc2ccc3cc4ccccc4cc3c2)cc1. Reaction SMILES: [CH2:44]([O:45][CH2:46][CH3:47])[CH3:48].[CH3:16][S:17]([OH:18])(=[O:19])=[O:20].[CH3:1][O:2][C:3]([C:4]([c:5]1[cH:6][cH:7][c:8]([OH:11])[cH:9][cH:10]1)=[O:12])=[O:13].[CH3:39][N:40]([CH3:41])[CH:42]=[O:43].[CH3:52][C:53](=[O:54])[OH:55].[Cl:49][CH2:50][Cl:51].[H-:14].[Na+:15].[OH:21][CH2:22][CH2:23][O:24][c:25]1[cH:26][c:27]2[cH:28][c:29]3[cH:30][cH:31][cH:32][cH:33][c:34]3[cH:35][c:36]2[cH:37][cH:38]1>>[CH3:1][O:2][C:3]([C:4]([c:5]1[cH:6][cH:7][c:8]([O:11][CH2:22][CH2:23][O:24][c:25]2[cH:26][c:27]3[cH:28][c:29]4[cH:30][cH:31][cH:32][cH:33][c:34]4[cH:35][c:36]3[cH:37][cH:38]2)[cH:9][cH:10]1)=[O:12])=[O:13]. The reactants are CCC(N)CC, CCO, CCN(C(C)C)C(C)C, O=[N+]([O-])c1cnc(Cl)nc1Cl. Product: CCC(CC)Nc1nc(Cl)ncc1[N+](=O)[O-]. As a reaction SMILES: [CH2:12]([CH3:13])[CH:14]([CH2:15][CH3:16])[NH2:17].[CH3:27][CH2:28][OH:29].[CH:18]([N:19]([CH2:20][CH3:21])[CH:22]([CH3:23])[CH3:24])([CH3:25])[CH3:26].[Cl:1][c:2]1[n:3][cH:4][c:5]([N+:9](=[O:10])[O-:11])[c:6]([Cl:8])[n:7]1>>[Cl:1][c:2]1[n:3][cH:4][c:5]([N+:9](=[O:10])[O-:11])[c:6]([NH:17][CH:14]([CH2:12][CH3:13])[CH2:15][CH3:16])[n:7]1. As a reaction SMILES: Cl.[NH:2]1[CH2:7][CH2:6][CH:5]([C:8]([C:10]2[CH:19]=[CH:18][C:17]3[C:12](=CC=CC=3)[CH:11]=2)=[O:9])[CH2:4][CH2:3]1.[Cl:20][CH2:21][CH2:22][C:23](=O)[CH2:24][C:25]1[CH:30]=[CH:29][CH:28]=[CH:27][CH:26]=1.[I-].[K+].[C:34](=[O:37])(O)[O-].[K+].[C:39]1(C)[CH:44]=CC=C[CH:40]=1>>[ClH:20].[CH:24]1[C:25]2[C:30](=[CH:29][CH:28]=[CH:27][CH:26]=2)[CH:21]=[CH:22][C:23]=1[C:34]([CH:40]1[CH2:39][CH2:44][CH2:6][CH2:7][N:2]1[CH2:3][CH2:4][CH2:5][C:8]([C:10]1[CH:11]=[CH:12][CH:17]=[CH:18][CH:19]=1)=[O:9])=[O:37] |f:0.1,3.4,5.6,8.9|. The reactants are Cl.N1CCC(CC1)C(=O)C1=CC2=CC=CC=C2C=C1 (2-naphthyl 4-piperidyl ketone hydrochloride), ClCCC(CC1=CC=CC=C1)=O (4-chloro-1-phenylbutanone), [I-].[K+] (potassium iodide), C([O-])(O)=O.[K+] (potassium bicarbonate), C1(=CC=CC=C1)C (toluene). The product is Cl.C1=C(C=CC2=CC=CC=C12)C(=O)C1N(CCCC1)CCCC(=O)C1=CC=CC=C1 (4-(2-naphthoyl-1-piperidyl)-1-phenyl-1-butanone hydrochloride). Procedure details: A solution of 16 g (37 mmoles) of 2-naphthyl 4-piperidyl ketone hydrochloride 13 g (71 mmoles) of 4-chloro-1-phenylbutanone, 0.1 g of potassium iodide and 30 g potassium bicarbonate in 100 ml of toluene is heated for 48 hours with stirring on a steam bath. The mixture is partitioned between 100 ml portions of toluene and water and the organic phase dried over MgSO4. A solution of an excess HCl in ether is added and the resulting precipitate recrystallized from methanol/butanone to yield 4-(2-nap... Reactants: CC(C)(C)[Si](C)(C)OC1CCCc2cnc3cc(O)ccc3c21, CCOCC, C1CCOC1, CC(C)(C)C(=O)N1CCSC1=S, [H-], [Na+], c1ccccc1. Yields the product CC(C)(C)C(=O)Oc1ccc2c3c(cnc2c1)CCCC3O[Si](C)(C)C(C)(C)C. Reaction SMILES: [C:1]([CH3:2])([CH3:3])([CH3:4])[Si:5]([O:6][CH:7]1[CH2:8][CH2:9][CH2:10][c:11]2[cH:12][n:13][c:14]3[cH:15][c:16]([OH:21])[cH:17][cH:18][c:19]3[c:20]21)([CH3:22])[CH3:23].[CH2:38]([O:39][CH2:40][CH3:41])[CH3:42].[CH2:43]1[O:44][CH2:45][CH2:46][CH2:47]1.[CH3:26][C:27]([C:28](=[O:29])[N:30]1[CH2:31][CH2:32][S:33][C:34]1=[S:35])([CH3:36])[CH3:37].[H-:25].[Na+:24].[cH:48]1[cH:49][cH:50][cH:51][cH:52][cH:53]1>>[C:1]([CH3:2])([CH3:3])([CH3:4])[Si:5]([O:6][CH:7]1[CH2:8][CH2:9][CH2:10][c:11]2[cH:12][n:13][c:14]3[cH:15][c:16]([O:21][C:28]([C:27]([CH3:26])([CH3:36])[CH3:37])=[O:29])[cH:17][cH:18][c:19]3[c:20]21)([CH3:22])[CH3:23]. Reactants: CC(C)(C)OC(=O)N1CC(=CC#N)C1, CC#N, C1CCC2=NCCCN2CC1, C[Si](C)(C)CCOCn1ccc2c(-c3cn[nH]c3)ncnc21. As a reaction SMILES: [C:23](#[N:24])[CH:25]=[C:26]1[CH2:27][N:28]([C:30](=[O:31])[O:32][C:33]([CH3:34])([CH3:35])[CH3:36])[CH2:29]1.[CH3:48][C:49]#[N:50].[N:37]12[CH2:38][CH2:39][CH2:40][N:41]=[C:42]1[CH2:43][CH2:44][CH2:45][CH2:46][CH2:47]2.[nH:1]1[n:2][cH:3][c:4](-[c:6]2[c:7]3[c:8]([n:9][cH:10][n:11]2)[n:12]([CH2:15][O:16][CH2:17][CH2:18][Si:19]([CH3:20])([CH3:21])[CH3:22])[cH:13][cH:14]3)[cH:5]1>>[n:1]1([C:26]2([CH2:25][C:23]#[N:24])[CH2:27][N:28]([C:30](=[O:31])[O:32][C:33]([CH3:34])([CH3:35])[CH3:36])[CH2:29]2)[n:2][cH:3][c:4](-[c:6]2[c:7]3[c:8]([n:9][cH:10][n:11]2)[n:12]([CH2:15][O:16][CH2:17][CH2:18][Si:19]([CH3:20])([CH3:21])[CH3:22])[cH:13][cH:14]3)[cH:5]1. Product: CC(C)(C)OC(=O)N1CC(CC#N)(n2cc(-c3ncnc4c3ccn4COCC[Si](C)(C)C)cn2)C1. The reactants are aqueous solution, O[Li].O (LiOH.H2O), COC(C(CC1=CC=CC=C1)N(S(=O)(=O)C1=C(C(=C(C=C1C)OC)C)C)C(C1=CC=CC=C1)C1=CC=C2C(=CC=C2)O1)=O (2-[(4-Benzofuran-2-yl-benzyl)-(4-methoxy-2,3,6-trimethyl-benzenesulfonyl)-amino]-3-phenyl-propionic acid methyl ester). Solvent: C1CCOC1.CO.O (THF MeOH H2O). Conditions: time 12 hour. Product: O1C(=CC=C2C1=CC=C2)C(C2=CC=CC=C2)N(C(C(=O)O)CC2=CC=CC=C2)S(=O)(=O)C2=C(C(=C(C=C2C)OC)C)C (2-[(4-Benzofuran-2-yl-benzyl)-(4-methoxy-2,3,6-trimethyl-benzenesulfonyl)-amino]-3-phenyl-propionic acid). As a reaction SMILES: C[O:2][C:3](=[O:43])[CH:4]([N:12]([CH:27]([C:34]1[O:42][C:38]2=[CH:39][CH:40]=[CH:41][C:37]2=[CH:36][CH:35]=1)[C:28]1[CH:33]=[CH:32][CH:31]=[CH:30][CH:29]=1)[S:13]([C:16]1[C:21]([CH3:22])=[CH:20][C:19]([O:23][CH3:24])=[C:18]([CH3:25])[C:17]=1[CH3:26])(=[O:15])=[O:14])[CH2:5][C:6]1[CH:11]=[CH:10][CH:9]=[CH:8][CH:7]=1.O[Li].O>C1COCC1.CO.O>[O:42]1[C:38]2=[CH:39][CH:40]=[CH:41][C:37]2=[CH:36][CH:35]=[C:34]1[CH:27]([N:12]([S:13]([C:16]1[C:21]([CH3:22])=[CH:20][C:19]([O:23][CH3:24])=[C:18]([CH3:25])[C:17]=1[CH3:26])(=[O:14])=[O:15])[CH:4]([CH2:5][C:6]1[CH:11]=[CH:10][CH:9]=[CH:8][CH:7]=1)[C:3]([OH:43])=[O:2])[C:28]1[CH:33]=[CH:32][CH:31]=[CH:30][CH:29]=1 |f:1.2,3.4.5|. Procedure: 2-[(4-Benzofuran-2-yl-benzyl)-(4-methoxy-2,3,6-trimethyl-benzenesulfonyl)-amino]-3-phenyl-propionic acid methyl ester (40 mg, 0.067 mmol) was taken in a mixture of THF:MeOH:H2O (3:2:1) and then added 1N aqueous solution of LiOH.H2O (0.40 mL, 0.40 mmol). The reaction mixture was stirred at room temperature for 12 h. Solvents were removed and the residue was partitioned between water and ethyl acetate. The aqueous layer was acidified using 10% KHSO4 solution. The organic layer was separated, dried... The reactants are Cl.C1(=CC=CC=C1)C(=CC1CN(CCC1)CCC1=CC2=C(C=C1)OCO2)C2=CC=CC=C2 (3-(2,2-diphenyl-1-ethenyl)-1-(3,4-methylenedioxyphenethyl)piperidine hydrochloride). The reagents and catalysts are [Pd] (palladium on charcoal). Run in CCO (EtOH). The product is C1(=CC=CC=C1)C(CC1CN(CCC1)CCC1=CC2=C(C=C1)OCO2)C2=CC=CC=C2 (3-(2,2-Diphenylethyl)-1-(3,4-methylenedioxyphenethyl)piperidine). Isolated yield 48.1%. RXN SMILES: Cl.[C:2]1([C:8]([C:27]2[CH:32]=[CH:31][CH:30]=[CH:29][CH:28]=2)=[CH:9][CH:10]2[CH2:15][CH2:14][CH2:13][N:12]([CH2:16][CH2:17][C:18]3[CH:23]=[CH:22][C:21]4[O:24][CH2:25][O:26][C:20]=4[CH:19]=3)[CH2:11]2)[CH:7]=[CH:6][CH:5]=[CH:4][CH:3]=1>CCO.[Pd]>[C:27]1([CH:8]([C:2]2[CH:7]=[CH:6][CH:5]=[CH:4][CH:3]=2)[CH2:9][CH:10]2[CH2:15][CH2:14][CH2:13][N:12]([CH2:16][CH2:17][C:18]3[CH:23]=[CH:22][C:21]4[O:24][CH2:25][O:26][C:20]=4[CH:19]=3)[CH2:11]2)[CH:32]=[CH:31][CH:30]=[CH:29][CH:28]=1 |f:0.1|. Procedure details: A solution of 3-(2,2-diphenyl-1-ethenyl)-1-(3,4-methylenedioxyphenethyl)piperidine hydrochloride (135 mg) (Example 14) in EtOH (20 ml) was stirred at 40° C. under a hydrogen atmosphere of 45 psi in the presence of 10% palladium on charcoal. The mixture was filtered and the filtrate evaporated. The residue was partitioned between dichloromethane and 2M aqueous sodium hydroxide solution and the organic layer was dried over sodium sulphate and evaporated. The residue was purified by chromatography ... The reactants are CC1(OB(OC1(C)C)C=C)C (4,4,5,5-tetramethyl-2-vinyl-1,3,2-dioxaborolane), BrC1=C(C=CC(=C1)C(F)(F)F)N1C2=C(OCC1)C=C(C=C2)S(=O)(=O)N(C=2SC=CN2)CC2=CC=C(C=C2)OC (4-(2-bromo-4-(trifluoromethyl)phenyl)-N-(4-methoxybenzyl)-N-(thiazol-2-yl)-3,4-dihydro-2H-benzo[b][1,4]oxazine-7-sulfonamide), C([O-])([O-])=O.[Cs+].[Cs+] (cesium carbonate). The reagents and catalysts are C1=CC=C(C=C1)P([C-]2C=CC=C2)C3=CC=CC=C3.C1=CC=C(C=C1)P([C-]2C=CC=C2)C3=CC=CC=C3.Cl[Pd]Cl.[Fe+2].C(Cl)Cl (PdCl2(dppf) CH2Cl2). The solvent is O1CCOCC1 (dioxane), O (water), C(C)(=O)OCC (ethyl acetate). Conditions: temperature 100 celsius. The product is COC1=CC=C(CN(S(=O)(=O)C=2C=CC3=C(OCCN3C3=C(C=C(C=C3)C(F)(F)F)C=C)C2)C=2SC=CN2)C=C1 (N-(4-methoxybenzyl)-N-(thiazol-2-yl)-4-(4-(trifluoromethyl)-2-vinylphenyl)-3,4-dihydro-2H-benzo[b][1,4]oxazine-7-sulfonamide). Yield: 83.9%. As a reaction SMILES: [CH3:1][C:2]1(C)C(C)(C)OB(C=C)O1.Br[C:13]1[CH:18]=[C:17]([C:19]([F:22])([F:21])[F:20])[CH:16]=[CH:15][C:14]=1[N:23]1[CH2:28][CH2:27][O:26][C:25]2[CH:29]=[C:30]([S:33]([N:36]([CH2:42][C:43]3[CH:48]=[CH:47][C:46]([O:49][CH3:50])=[CH:45][CH:44]=3)[C:37]3[S:38][CH:39]=[CH:40][N:41]=3)(=[O:35])=[O:34])[CH:31]=[CH:32][C:24]1=2.C(=O)([O-])[O-].[Cs+].[Cs+]>O1CCOCC1.O.C(OCC)(=O)C.C1C=CC(P(C2C=CC=CC=2)[C-]2C=CC=C2)=CC=1.C1C=CC(P(C2C=CC=CC=2)[C-]2C=CC=C2)=CC=1.Cl[Pd]Cl.[Fe+2].C(Cl)Cl>[CH3:50][O:49][C:46]1[CH:47]=[CH:48][C:43]([CH2:42][N:36]([C:37]2[S:38][CH:39]=[CH:40][N:41]=2)[S:33]([C:30]2[CH:31]=[CH:32][C:24]3[N:23]([C:14]4[CH:15]=[CH:16][C:17]([C:19]([F:21])([F:22])[F:20])=[CH:18][C:13]=4[CH:1]=[CH2:2])[CH2:28][CH2:27][O:26][C:25]=3[CH:29]=2)(=[O:35])=[O:34])=[CH:44][CH:45]=1 |f:2.3.4,8.9.10.11.12|. Reported procedure: In a reaction vial flushed with nitrogen, 4,4,5,5-tetramethyl-2-vinyl-1,3,2-dioxaborolane (1.080 ml, 6.38 mmol), 4-(2-bromo-4-(trifluoromethyl)phenyl)-N-(4-methoxybenzyl)-N-(thiazol-2-yl)-3,4-dihydro-2H-benzo[b][1,4]oxazine-7-sulfonamide (EXAMPLE 53, Step 1; 1.022 g, 1.596 mmol), PdCl2(dppf)-CH2Cl2 adduct (0.065 g, 0.080 mmol), and cesium carbonate (1.560 g, 4.79 mmol) were combined in dioxane (7.18 ml) and water (0.798 ml). The vial was sealed and heated at 100° C. overnight. The reaction was d...